Dataset: the Open Reaction Database (ORD), a public repository of structured organic reaction records. Task: describe an organic reaction: reactants, conditions, products, and yield Starting materials: CCOC(=O)c1ccc(CBr)c(Br)c1, O=C([O-])[O-], CC(C)(C)OC(=O)N1CCNCC1, [K+], [K+], C1CCOC1. Yields the product CCOC(=O)c1ccc(CN2CCN(C(=O)OC(C)(C)C)CC2)c(Br)c1. As a reaction SMILES: [Br:1][c:2]1[cH:3][c:4]([C:5](=[O:6])[O:7][CH2:8][CH3:9])[cH:10][cH:11][c:12]1[CH2:13][Br:14].[C:15](=[O:16])([O-:17])[O-:18].[C:21]([CH3:22])([CH3:23])([CH3:24])[O:25][C:26](=[O:27])[N:28]1[CH2:29][CH2:30][NH:31][CH2:32][CH2:33]1.[K+:19].[K+:20].[O:34]1[CH2:35][CH2:36][CH2:37][CH2:38]1>>[Br:1][c:2]1[cH:3][c:4]([C:5](=[O:6])[O:7][CH2:8][CH3:9])[cH:10][cH:11][c:12]1[CH2:13][N:31]1[CH2:30][CH2:29][N:28]([C:26]([O:25][C:21]([CH3:22])([CH3:23])[CH3:24])=[O:27])[CH2:33][CH2:32]1. Starting materials: S1C=CC2=C1C=CC(=C2)CCOCCCN2CC(C2)O (1-{3-[2-(1-benzothiophen-5-yl)ethoxy]propyl}-3-azetidinol), C(\C=C/C(=O)O)(=O)O (maleic acid). Run in CC(=O)C (acetone). Conditions: temperature 5 celsius, time 30 minute. The product is C(\C=C/C(=O)O)(=O)O.S1C=CC2=C1C=CC(=C2)CCOCCCN2CC(C2)O (1-{3-[2-(1-benzothiophen-5-yl)ethoxy]propyl}-3-azetidinol maleate). The yield is 88.4%. RXN SMILES: [S:1]1[C:5]2[CH:6]=[CH:7][C:8]([CH2:10][CH2:11][O:12][CH2:13][CH2:14][CH2:15][N:16]3[CH2:19][CH:18]([OH:20])[CH2:17]3)=[CH:9][C:4]=2[CH:3]=[CH:2]1.[C:21]([OH:28])(=[O:27])/[CH:22]=[CH:23]\[C:24]([OH:26])=[O:25]>CC(C)=O>[C:21]([OH:28])(=[O:27])/[CH:22]=[CH:23]\[C:24]([OH:26])=[O:25].[S:1]1[C:5]2[CH:6]=[CH:7][C:8]([CH2:10][CH2:11][O:12][CH2:13][CH2:14][CH2:15][N:16]3[CH2:19][CH:18]([OH:20])[CH2:17]3)=[CH:9][C:4]=2[CH:3]=[CH:2]1 |f:3.4|. Reported procedure: In 56 mL of acetone was dissolved 8.00 g of 1-{3-[2-(1-benzothiophen-5-yl)ethoxy]propyl}-3-azetidinol, followed by adding thereto 3.19 g of maleic acid, and the resulting mixture was heated at 60° C. to effect dissolution. The reaction mixture was slowly cooled and then stirred at 5° C. for 30 minutes. The crystals precipitated were collected by filtration to obtain 9.89 g of 1-{3-[2-(1-benzothiophen-5-yl)ethoxy]propyl}-3-azetidinol maleate as colorless crystals. Reactants: NC(=O)C1C2C=CC(C2)C1Nc1nc(Cl)ncc1Cl, COc1cc2c(cc1N)CCN(CC(C)O)CC2. The product is COc1cc2c(cc1Nc1ncc(Cl)c(NC3C4C=CC(C4)C3C(N)=O)n1)CCN(CC(C)O)CC2. As a reaction SMILES: [Cl:1][c:2]1[n:3][cH:4][c:5]([Cl:19])[c:6]([NH:8][CH:9]2[CH:10]([C:16](=[O:17])[NH2:18])[CH:11]3[CH:12]=[CH:13][CH:14]2[CH2:15]3)[n:7]1.[NH2:20][c:21]1[cH:22][c:23]2[c:24]([cH:34][c:35]1[O:36][CH3:37])[CH2:25][CH2:26][N:27]([CH2:30][CH:31]([CH3:32])[OH:33])[CH2:28][CH2:29]2>>[c:2]1([NH:20][c:21]2[cH:22][c:23]3[c:24]([cH:34][c:35]2[O:36][CH3:37])[CH2:25][CH2:26][N:27]([CH2:30][CH:31]([CH3:32])[OH:33])[CH2:28][CH2:29]3)[n:3][cH:4][c:5]([Cl:19])[c:6]([NH:8][CH:9]2[CH:10]([C:16](=[O:17])[NH2:18])[CH:11]3[CH:12]=[CH:13][CH:14]2[CH2:15]3)[n:7]1. Reactants: C([O-])(O)=O.[Na+] (sodium bicarbonate), N(N)C1=NC2=C(C(=NC1)C1=CC=CC=C1)C=C(C=C2)C (2-hydrazino-7-methyl-5-phenyl-3H-1,4-benzodiazepine), C(OCC)([O-])[O-] (ethyl orthoformate), S(O)(O)(=O)=O (sulfuric acid). Solvent: C(C)O (ethanol). Reaction conditions: time 30 minute. The product is CC=1C=CC2=C(C(=NCC=3N2C=NN3)C3=CC=CC=C3)C1 (8-methyl-6-phenyl-4H-s-triazolo [4,3-a][1,4] benzodiazepine). RXN SMILES: [NH:1]([C:3]1[CH2:9][N:8]=[C:7]([C:10]2[CH:15]=[CH:14][CH:13]=[CH:12][CH:11]=2)[C:6]2[CH:16]=[C:17]([CH3:20])[CH:18]=[CH:19][C:5]=2[N:4]=1)[NH2:2].[CH:21]([O-])([O-])OCC.S(=O)(=O)(O)O.C(=O)(O)[O-].[Na+]>C(O)C>[CH3:20][C:17]1[CH:18]=[CH:19][C:5]2[N:4]3[CH:21]=[N:2][N:1]=[C:3]3[CH2:9][N:8]=[C:7]([C:10]3[CH:11]=[CH:12][CH:13]=[CH:14][CH:15]=3)[C:6]=2[CH:16]=1 |f:3.4|. Reported procedure: To a mixture of 5.3 parts of 2-hydrazino-7-methyl-5-phenyl-3H-1,4-benzodiazepine prepared in Example 5, 14.8 parts of ethyl orthoformate and 150 parts by volume of ethanol, is added dropwise 4 parts of fconcentrated sulfuric acid under cooling. The whole mixture is stirred for about 30 minutes and neutralized with a saturated aqueous solution of sodium bicarbonate, followed by extraction with chloroform. The chloroform layer is washed with water and dried over sodium sulfate. After evaporation o... Reactants: BrC1c2ccccc2-c2ccccc21, CC(C)=O, [N-]=[N+]=[N-], [Na+], O. Product: [N-]=[N+]=NC1c2ccccc2-c2ccccc21. Reaction SMILES: [Br:1][CH:2]1[c:3]2[cH:4][cH:5][cH:6][cH:7][c:8]2-[c:9]2[cH:10][cH:11][cH:12][cH:13][c:14]21.[CH3:19][C:20](=[O:21])[CH3:22].[N-:15]=[N+:16]=[N-:17].[Na+:18].[OH2:23]>>[CH:2]1([N:15]=[N+:16]=[N-:17])[c:3]2[cH:4][cH:5][cH:6][cH:7][c:8]2-[c:9]2[cH:10][cH:11][cH:12][cH:13][c:14]21. Starting materials: COC1=CC=C(C=C1)C1=NC(=NO1)CS(=O)(=O)C1=CC=C(CCNC[C@@H](COC2=CC=C(C=C2)O[Si](C(C)C)(C(C)C)C(C)C)O)C=C1 ((2S)-1-{[4-({[5-(4-methoxyphenyl)-1,2,4-oxadiazol-3-yl]methyl}sulfonyl)phenethyl]amino}-3-{4-[(triisopropylsilyl)oxy]phenoxy}-2-propanol), solution, CCCC[N+](CCCC)(CCCC)CCCC.[F-] (TBAF). The reagents and catalysts are [Cl-].[NH4+] (ammonium chloride). The solvent is C1CCOC1 (THF). Run at time 6 hour. Product: O[C@H](COC1=CC=C(C=C1)O)CNCCC1=CC=C(C=C1)S(=O)(=O)CC1=NOC(=N1)C1=CC=C(C=C1)OC (4[((2S)-2-hydroxy-3-{[4-({[5-(4-methoxyphenyl)-1,2,4-oxadiazol-3-yl]methyl}sulfonyl)phenethyl]amino}propyl)oxy]phenol). Yield: 60.7%. RXN SMILES: [CH3:1][O:2][C:3]1[CH:8]=[CH:7][C:6]([C:9]2[O:13][N:12]=[C:11]([CH2:14][S:15]([C:18]3[CH:48]=[CH:47][C:21]([CH2:22][CH2:23][NH:24][CH2:25][C@H:26]([OH:46])[CH2:27][O:28][C:29]4[CH:34]=[CH:33][C:32]([O:35][Si](C(C)C)(C(C)C)C(C)C)=[CH:31][CH:30]=4)=[CH:20][CH:19]=3)(=[O:17])=[O:16])[N:10]=2)=[CH:5][CH:4]=1.CCCC[N+](CCCC)(CCCC)CCCC.[F-]>C1COCC1.[Cl-].[NH4+]>[OH:46][C@@H:26]([CH2:25][NH:24][CH2:23][CH2:22][C:21]1[CH:20]=[CH:19][C:18]([S:15]([CH2:14][C:11]2[N:10]=[C:9]([C:6]3[CH:5]=[CH:4][C:3]([O:2][CH3:1])=[CH:8][CH:7]=3)[O:13][N:12]=2)(=[O:17])=[O:16])=[CH:48][CH:47]=1)[CH2:27][O:28][C:29]1[CH:34]=[CH:33][C:32]([OH:35])=[CH:31][CH:30]=1 |f:1.2,4.5|. Procedure details: To a solution of the amino alcohol of Example 28(0.57 g, 0.733 mmol) in THF (11 mL) was added a 1M solution of TBAF (0.15 mL, 0.15 mmol). The reaction mixture was stirred for 6 h. TLC shows the absence of starting material, so 3 drops of a saturated aqueous ammonium chloride solution was added. The reaction mixture was evaporated in vacuo to dryness and the residue was flash chromatographed (silica gel; dichloromethane/chloroform/methanol: 6/3/1) to afford 0.240 g of the title compound as a whit... Reactants: NC1=NC(=C2N=CN(C2=N1)CCC1COC(OC1)(C)C)Cl (2-amino-6-chloro-9-[2-(2,2-dimethyl-1,3-dioxan-5-yl)ethyl]purine), [Na] (sodium), C(C1=CC=CC=C1)O (benzyl alcohol), Cl (hydrochloric acid), O (water). Conditions: time 1 hour. The product is NC1=NC(=C2N=CN(C2=N1)CCC(CO)CO)OCC1=CC=CC=C1 (2-amino-6-benzyloxy-9-(4-hydroxy-3-hydroxymethylbut-1-yl)purine). Isolated yield 50.0%. As a reaction SMILES: [NH2:1][C:2]1[N:10]=[C:9]2[C:5]([N:6]=[CH:7][N:8]2[CH2:11][CH2:12][CH:13]2[CH2:18][O:17]C(C)(C)[O:15][CH2:14]2)=[C:4](Cl)[N:3]=1.[Na].Cl.O.[CH2:25]([OH:32])[C:26]1[CH:31]=[CH:30][CH:29]=[CH:28][CH:27]=1>>[NH2:1][C:2]1[N:10]=[C:9]2[C:5]([N:6]=[CH:7][N:8]2[CH2:11][CH2:12][CH:13]([CH2:14][OH:15])[CH2:18][OH:17])=[C:4]([O:32][CH2:25][C:26]2[CH:31]=[CH:30][CH:29]=[CH:28][CH:27]=2)[N:3]=1 |^1:21|. Procedure: A suspension of 2-amino-6-chloro-9-[2-(2,2-dimethyl-1,3-dioxan-5-yl)ethyl]purine (0.31 g, 1.0 mmol) in a solution of sodium benzoxide (1M in benzyl alcohol, 2 ml) was stirred at 70° for 1 hour. The resulting solution was allowed to cool, hydrochloric acid (5M, 0.4 ml) and water (0.6 ml) were added and the solution was stirred for 1 hour at room temperature. The solution was then partitioned between chloroform and water. The aqueous layer was neutralised with aqueous sodium bicarbonate and extrac... The reactants are CC(=O)O, C1CCC2=NCCCN2CC1, C=CCC(C)(C)C(=O)Cc1ccccc1, CSC, CO, ClCCl, O, O=[O+][O-], c1ccc(P(c2ccccc2)c2ccccc2)cc1. Product: CC1(C)CC=C(c2ccccc2)C1=O. Reaction SMILES: [C:58]([OH:59])(=[O:60])[CH3:61].[CH2:42]1[CH2:43][CH2:44][C:45]2=[N:50][CH2:49][CH2:48][CH2:47][N:46]2[CH2:51][CH2:52]1.[CH3:1][C:2]([C:3]([CH2:4][c:5]1[cH:6][cH:7][cH:8][cH:9][cH:10]1)=[O:11])([CH2:12][CH:13]=[CH2:14])[CH3:15].[CH3:20][S:21][CH3:22].[CH3:53][OH:54].[Cl:55][CH2:56][Cl:57].[O:16].[O:17]=[O+:18][O-:19].[c:23]1([P:24]([c:25]2[cH:26][cH:27][cH:28][cH:29][cH:30]2)[c:31]2[cH:32][cH:33][cH:34][cH:35][cH:36]2)[cH:37][cH:38][cH:39][cH:40][cH:41]1>>[CH3:1][C:2]1([CH3:15])[C:3](=[O:11])[C:4]([c:5]2[cH:6][cH:7][cH:8][cH:9][cH:10]2)=[CH:13][CH2:12]1. The reactants are O=C([O-])[O-], Cc1ccccc1, CC(C)c1cc(C(C)C)c(-c2ccccc2P(C2CCCCC2)C2CCCCC2)c(C(C)C)c1, Nc1nc(Cl)nc(N)c1[N+](=O)[O-], [Cs+], [Cs+], Fc1ccccc1Cc1n[nH]c2cccnc12, O=C(C=Cc1ccccc1)C=Cc1ccccc1, CN(C)C=O, O=C(C=Cc1ccccc1)C=Cc1ccccc1, O=C(C=Cc1ccccc1)C=Cc1ccccc1, [Pd], [Pd]. Yields the product Nc1nc(-n2nc(Cc3ccccc3F)c3ncccc32)nc(N)c1[N+](=O)[O-]. Reaction SMILES: [C:64](=[O:65])([O-:66])[O-:67].[CH3:131][c:132]1[cH:133][cH:134][cH:135][cH:136][cH:137]1.[CH:30]1([P:31]([CH:32]2[CH2:33][CH2:34][CH2:35][CH2:36][CH2:37]2)[c:38]2[cH:39][cH:40][cH:41][cH:42][c:43]2-[c:44]2[c:45]([CH:46]([CH3:47])[CH3:48])[cH:49][c:50]([CH:51]([CH3:52])[CH3:53])[cH:54][c:55]2[CH:56]([CH3:57])[CH3:58])[CH2:59][CH2:60][CH2:61][CH2:62][CH2:63]1.[Cl:18][c:19]1[n:20][c:21]([NH2:29])[c:22]([N+:26](=[O:27])[O-:28])[c:23]([NH2:25])[n:24]1.[Cs+:68].[Cs+:69].[F:1][c:2]1[c:3]([CH2:4][c:5]2[n:6][nH:7][c:8]3[c:9]2[n:10][cH:11][cH:12][cH:13]3)[cH:14][cH:15][cH:16][cH:17]1.[O:108]=[C:109]([CH:110]=[CH:111][c:112]1[cH:113][cH:114][cH:115][cH:116][cH:117]1)[CH:118]=[CH:119][c:120]1[cH:121][cH:122][cH:123][cH:124][cH:125]1.[O:126]=[CH:127][N:128]([CH3:129])[CH3:130].[O:72]=[C:73]([CH:74]=[CH:75][c:76]1[cH:77][cH:78][cH:79][cH:80][cH:81]1)[CH:82]=[CH:83][c:84]1[cH:85][cH:86][cH:87][cH:88][cH:89]1.[O:90]=[C:91]([CH:92]=[CH:93][c:94]1[cH:95][cH:96][cH:97][cH:98][cH:99]1)[CH:100]=[CH:101][c:102]1[cH:103][cH:104][cH:105][cH:106][cH:107]1.[Pd:70].[Pd:71]>>[F:1][c:2]1[c:3]([CH2:4][c:5]2[n:6][n:7](-[c:19]3[n:20][c:21]([NH2:29])[c:22]([N+:26](=[O:27])[O-:28])[c:23]([NH2:25])[n:24]3)[c:8]3[c:9]2[n:10][cH:11][cH:12][cH:13]3)[cH:14][cH:15][cH:16][cH:17]1.